From a dataset of the Open Reaction Database (ORD), a public repository of structured organic reaction records. describe an organic reaction: reactants, conditions, products, and yield Starting materials: ON=C1C(C(C1)NC(OC(C)(C)C)=NO)(C)C (tert-butyl (3-(hydroxyimino)-2,2-dimethylcyclobutyl)carbamate oxime), CO (MeOH). The reagents and catalysts are [Ni] (Ni). The solvent is N (ammonia). Conditions: time 8 hour. Product: NC1C(C(C1)NC(OC(C)(C)C)=O)(C)C (tert-butyl (3-Amino-2,2-dimethylcyclobutyl)carbamate). Yield: 76.0%. RXN SMILES: O[N:2]=[C:3]1[CH2:6][CH:5]([NH:7][C:8](=NO)[O:9][C:10]([CH3:13])([CH3:12])[CH3:11])[C:4]1([CH3:17])[CH3:16].C[OH:19]>N.[Ni]>[NH2:2][CH:3]1[CH2:6][CH:5]([NH:7][C:8](=[O:19])[O:9][C:10]([CH3:13])([CH3:12])[CH3:11])[C:4]1([CH3:17])[CH3:16]. Procedure: To a solution of tert-butyl (3-(hydroxyimino)-2,2-dimethylcyclobutyl)carbamate oxime (730 mg, crude) in MeOH and ammonia (12.5 mL and 2.5 mL) was added Raney-Ni (430 mg, crude). The reaction mixture was stirred at room temperature under hydrogen atmosphere overnight. The reaction was filtered through celite and the filtrate was concentrated in vacuo. The residue was purified by silica gel column chromatography (2-5% MeOH in DCM) to afford the title compound (490 mg, 2.29 mmol, 76% yield two step... Reactants: O (Water), FC=1C(=C(C(=CC1O)C)C1=CC(=CC=C1)C=O)C (3′-fluoro-4′-hydroxy-2′,6′-dimethylbiphenyl-3-carbaldehyde), CC1=CC=C(C=C1)S(=O)(=O)OCCCS(=O)(=O)C (3-(methylsulfonyl)propyl 4-methylbenzenesulfonate), C([O-])([O-])=O.[K+].[K+] (potassium carbonate). The solvent is CN(C=O)C (N,N-dimethylformamide). Run at temperature 90 celsius, time 24 hour. The product is FC=1C(=C(C(=CC1OCCCS(=O)(=O)C)C)C1=CC(=CC=C1)C=O)C (3′-fluoro-2′,6′-dimethyl-4′-[3-(methylsulfonyl)propoxy]biphenyl-3-carbaldehyde). Yield: 94.7%. RXN SMILES: [F:1][C:2]1[C:3]([CH3:18])=[C:4]([C:10]2[CH:15]=[CH:14][CH:13]=[C:12]([CH:16]=[O:17])[CH:11]=2)[C:5]([CH3:9])=[CH:6][C:7]=1[OH:8].CC1C=CC(S(O[CH2:30][CH2:31][CH2:32][S:33]([CH3:36])(=[O:35])=[O:34])(=O)=O)=CC=1.C(=O)([O-])[O-].[K+].[K+].O>CN(C)C=O>[F:1][C:2]1[C:3]([CH3:18])=[C:4]([C:10]2[CH:15]=[CH:14][CH:13]=[C:12]([CH:16]=[O:17])[CH:11]=2)[C:5]([CH3:9])=[CH:6][C:7]=1[O:8][CH2:30][CH2:31][CH2:32][S:33]([CH3:36])(=[O:35])=[O:34] |f:2.3.4|. Procedure details: To a solution of 3′-fluoro-4′-hydroxy-2′,6′-dimethylbiphenyl-3-carbaldehyde (2.44 g, 10.0 mmol) and 3-(methylsulfonyl)propyl 4-methylbenzenesulfonate (3.51 g, 12.0 mmol) in N,N-dimethylformamide (20 mL) was added potassium carbonate (1.80 g, 13.0 mmol), and the mixture was stirred at 90° C. for 24 hr under nitrogen atmosphere. Water was added to the reaction mixture, and the mixture was extracted with ethyl acetate. The extract was washed successively with 1 M aqueous sodium hydroxide solution a... Starting materials: [Se](=O)=O (selenium dioxide), C(C)O (ethanol), BrCC(=O)C=1C=C(C=CC1)C (2-bromo-1-m-tolylethanone). Yields the product CC=1C=C(C=CC1)C(C(=O)OCC)=O (Ethyl (3-methylphenyl)(oxo)acetate). Yield: 81.0%. RXN SMILES: [Se](=O)=[O:2].Br[CH2:5][C:6]([C:8]1[CH:9]=[C:10]([CH3:14])[CH:11]=[CH:12][CH:13]=1)=[O:7].[CH2:15]([OH:17])[CH3:16]>>[CH3:14][C:10]1[CH:9]=[C:8]([C:6](=[O:7])[C:5]([O:17][CH2:15][CH3:16])=[O:2])[CH:13]=[CH:12][CH:11]=1. Reported procedure: A suspension of selenium dioxide (6.82 g, 61.4 mmol) in ethanol (60 mL) was refluxed for 10 minutes and then, 2-bromo-1-m-tolylethanone (13.1 g, 61.4 mmol) was added. The mixture was refluxed overnight. The cooled reaction was filtered through Celite and the solvent removed under reduced pressure. The residue was diluted with methylene chloride (50 mL), washed with water (2×25 mL), dried (Na2SO4), and concentrated. Purification by column chromatography with silica gel using methylene chloride as... Reactants: NC(C(=O)O)CC1=CC=C(C=C1)[N+](=O)[O-] (2-Amino-3-(4-nitrophenyl)propionic acid), CO (methanol), S(O)(O)(=O)=O (sulfuric acid). The solvent is C(Cl)(Cl)Cl (chloroform). Yields the product NC(C(=O)OC)CC1=CC=C(C=C1)[N+](=O)[O-] (methyl 2-amino-3-(4-nitrophenyl)propionate). Yield: 83.0%. RXN SMILES: [NH2:1][CH:2]([CH2:6][C:7]1[CH:12]=[CH:11][C:10]([N+:13]([O-:15])=[O:14])=[CH:9][CH:8]=1)[C:3]([OH:5])=[O:4].[CH3:16]O.S(=O)(=O)(O)O>C(Cl)(Cl)Cl>[NH2:1][CH:2]([CH2:6][C:7]1[CH:12]=[CH:11][C:10]([N+:13]([O-:15])=[O:14])=[CH:9][CH:8]=1)[C:3]([O:5][CH3:16])=[O:4]. Procedure: 2-Amino-3-(4-nitrophenyl)propionic acid (4.60 g, 21.9 mmol) was added to a mixed solution of methanol (100 ml) and chloroform (50 ml), and sulfuric acid (3 ml) was added, which was followed by refluxing under heating for 30 hours. The reaction mixture was concentrated under reduced pressure and water was added to the residue. The pH was adjusted to 8-9 with a 1N aqueous sodium hydroxide solution and the mixture was extracted with chloroform. The extract was washed with water and saturated brine,...